From a dataset of the Open Reaction Database (ORD), a public repository of structured organic reaction records. describe an organic reaction: reactants, conditions, products, and yield Reactants: CC#N, O=C1CCCc2cc3c(cc21)OCc1cc(Cl)ccc1-3, [K+], [K+], [K+], O=P([O-])([O-])[O-], C#C[Si](C)(C)C. Yields the product C[Si](C)(C)C#Cc1ccc2c(c1)COc1cc3c(cc1-2)CCCC3=O. RXN SMILES: [CH3:35][C:36]#[N:37].[Cl:1][c:2]1[cH:3][cH:4][c:5]2[c:6]([cH:20]1)[CH2:7][O:8][c:9]1[cH:10][c:11]3[c:12]([cH:13][c:14]1-2)[CH2:15][CH2:16][CH2:17][C:18]3=[O:19].[K+:26].[K+:27].[K+:28].[P:21]([O-:22])([O-:23])([O-:24])=[O:25].[Si:29]([CH3:30])([CH3:31])([CH3:32])[C:33]#[CH:34]>>[c:2]1([C:34]#[C:33][Si:29]([CH3:30])([CH3:31])[CH3:32])[cH:3][cH:4][c:5]2[c:6]([cH:20]1)[CH2:7][O:8][c:9]1[cH:10][c:11]3[c:12]([cH:13][c:14]1-2)[CH2:15][CH2:16][CH2:17][C:18]3=[O:19].